Dataset: the Open Reaction Database (ORD), a public repository of structured organic reaction records. Task: describe an organic reaction: reactants, conditions, products, and yield Starting materials: O=C(O)c1cccc(Br)c1, C#Cc1cccc(C(C)(C)C)c1, C[Al](C)C, CCCCCC. Product: CC(C)(C)c1cccc(Br)c1. As a reaction SMILES: [Br:13][c:14]1[cH:15][c:16]([C:20]([OH:21])=[O:22])[cH:17][cH:18][cH:19]1.[C:1]([CH3:2])([CH3:3])([CH3:4])[c:5]1[cH:6][c:7]([C:11]#[CH:12])[cH:8][cH:9][cH:10]1.[CH3:23][Al:24]([CH3:25])[CH3:26].[CH3:27][CH2:28][CH2:29][CH2:30][CH2:31][CH3:32]>>[C:1]([CH3:2])([CH3:3])([CH3:4])[c:5]1[cH:6][c:7]([Br:13])[cH:8][cH:9][cH:10]1. Reactants: C(C)SC1=C(C=CC=C1)C=1N=C(C2=C(N1)C=C(C=N2)C(F)(F)F)NNS(=O)(=O)C2=CC=C(C)C=C2 (1-[2-(2-ethylsulfanylphenyl)-7-trifluoromethylpyrido[3,2-d]pyrimidin-4-yl]-2-tosylhydrazine), C(CO)O (ethylene glycol), [OH-].[Na+] (sodium hydroxide), C(CO)O (ethylene glycol). The solvent is O (Water). Conditions: temperature 100 celsius, time 40 minute. The product is C(C)SC1=C(C=CC=C1)C=1N=CC2=C(N1)C=C(C=N2)C(F)(F)F (2-(2-ethylsulfanylphenyl)-7-trifluoromethylpyrido[3,2-d]pyrimidine). Yield: 39.7%. As a reaction SMILES: [CH2:1]([S:3][C:4]1[CH:9]=[CH:8][CH:7]=[CH:6][C:5]=1[C:10]1[N:11]=[C:12](NNS(C2C=CC(C)=CC=2)(=O)=O)[C:13]2[N:19]=[CH:18][C:17]([C:20]([F:23])([F:22])[F:21])=[CH:16][C:14]=2[N:15]=1)[CH3:2].C(O)CO.[OH-].[Na+]>O>[CH2:1]([S:3][C:4]1[CH:9]=[CH:8][CH:7]=[CH:6][C:5]=1[C:10]1[N:11]=[CH:12][C:13]2[N:19]=[CH:18][C:17]([C:20]([F:22])([F:23])[F:21])=[CH:16][C:14]=2[N:15]=1)[CH3:2] |f:2.3|. Reported procedure: A mixture of 156 mg of 1-[2-(2-ethylsulfanylphenyl)-7-trifluoromethylpyrido[3,2-d]pyrimidin-4-yl]-2-tosylhydrazine and 12 ml of ethylene glycol was added to a mixture of 4 ml of an 8% aqueous sodium hydroxide solution and 2 ml of ethylene glycol at 80° C., and the mixture was stirred at 100° C. for 40 minutes. Water was added to the cooled reaction mixture, and the mixture was extracted with t-butyl methyl ether. The organic layer was washed with water, dried over anhydrous magnesium sulfate and...